Dataset: the Open Reaction Database (ORD), a public repository of structured organic reaction records. Task: describe an organic reaction: reactants, conditions, products, and yield Reactants: CCOC(Cc1ccc(-c2csc(CNC)c2)cc1)C(=O)OC, O=C(Cl)CC1CCCC1. Product: CCOC(Cc1ccc(-c2csc(CNCC(=O)CC3CCCC3)c2)cc1)C(=O)OC. RXN SMILES: [CH2:1]([CH3:2])[O:3][CH:4]([C:5](=[O:6])[O:7][CH3:8])[CH2:9][c:10]1[cH:11][cH:12][c:13](-[c:16]2[cH:17][s:18][c:19]([CH2:21][NH:22][CH3:23])[cH:20]2)[cH:14][cH:15]1.[CH:24]1([CH2:29][C:30](=[O:31])[Cl:32])[CH2:25][CH2:26][CH2:27][CH2:28]1>>[CH2:1]([CH3:2])[O:3][CH:4]([C:5](=[O:6])[O:7][CH3:8])[CH2:9][c:10]1[cH:11][cH:12][c:13](-[c:16]2[cH:17][s:18][c:19]([CH2:21][NH:22][CH2:23][C:30]([CH2:29][CH:24]3[CH2:25][CH2:26][CH2:27][CH2:28]3)=[O:31])[cH:20]2)[cH:14][cH:15]1.